Dataset: the Open Reaction Database (ORD), a public repository of structured organic reaction records. Task: describe an organic reaction: reactants, conditions, products, and yield Reactants: C1(=CC=CC=C1)CCCC(=O)O (4-phenylbutyric acid), C1CCC(CC1)N=C=NC2CCCCC2 (DCC), CS(=O)(=O)OC1=CC=C(C=C1)C=CC(N)=N (4-(β-amidinoethenyl)-phenol methanesulfonate). Run in N1=CC=CC=C1 (pyridine). Conditions: time 30 minute. Yields the product CS(=O)(=O)O.C1(=CC=CC=C1)CCCC(=O)OC1=CC=C(C=C1)C=CC(N)=N (4-(β-amidinoethenyl)phenyl 4-phenylbutyrate methanesulfonate). Isolated yield 55.8%. RXN SMILES: [C:1]1([CH2:7][CH2:8][CH2:9][C:10]([OH:12])=[O:11])[CH:6]=[CH:5][CH:4]=[CH:3][CH:2]=1.C1CCC(N=C=NC2CCCCC2)CC1.[CH3:28][S:29]([O:32][C:33]1[CH:38]=[CH:37][C:36]([CH:39]=[CH:40][C:41](=[NH:43])[NH2:42])=[CH:35][CH:34]=1)(=[O:31])=[O:30]>N1C=CC=CC=1>[CH3:28][S:29]([OH:32])(=[O:31])=[O:30].[C:1]1([CH2:7][CH2:8][CH2:9][C:10]([O:12][C:33]2[CH:38]=[CH:37][C:36]([CH:39]=[CH:40][C:41](=[NH:42])[NH2:43])=[CH:35][CH:34]=2)=[O:11])[CH:6]=[CH:5][CH:4]=[CH:3][CH:2]=1 |f:4.5|. Procedure: To a solution of 1.6 g of 4-phenylbutyric acid in 50 ml of dried pyridine, was added 3.1 g of DCC. After 30 minutes of stirring, 2.6 g of 4-(β-amidinoethenyl)-phenol methanesulfonate was added and the mixture was stirred overnight. The insolubles were removed by filtration and ethyl ether was added to the filtrate to precipitate crystals. The crystals were collected by filtration and recrystallized from ethanol to obtain 2.2 g of 4-(β-amidinoethenyl)phenyl 4-phenylbutyrate methanesulfonate. Starting materials: COCCN(C(C1=CC(=CC=C1)[N+](=O)[O-])=O)CCOC (N,N-bis(2-methoxyethyl)-3-nitrobenzamide), [H][H] (hydrogen). The reagents and catalysts are [Pd] (palladium on charcoal). The solvent is C(C)(=O)OCC (ethyl acetate). Yields the product NC=1C=C(C(=O)N(CCOC)CCOC)C=CC1 (3-amino-N,N-bis(2-methoxyethyl)benzamide). The yield is 98.5%. As a reaction SMILES: [CH3:1][O:2][CH2:3][CH2:4][N:5]([CH2:17][CH2:18][O:19][CH3:20])[C:6](=[O:16])[C:7]1[CH:12]=[CH:11][CH:10]=[C:9]([N+:13]([O-])=O)[CH:8]=1.[H][H]>[Pd].C(OCC)(=O)C>[NH2:13][C:9]1[CH:8]=[C:7]([CH:12]=[CH:11][CH:10]=1)[C:6]([N:5]([CH2:4][CH2:3][O:2][CH3:1])[CH2:17][CH2:18][O:19][CH3:20])=[O:16]. Procedure: A mixture of N,N-bis(2-methoxyethyl)-3-nitrobenzamide (4.11 g) and palladium on charcoal (411 mg) in ethyl acetate (41 ml) was hydrogenated under 1 atmospheric pressure to hydrogen for 1 hour at ambient temperature. The catalyst was removed by filtration and washed with ethyl acetate, and the volatiles were removed in vacuo. The residue was purified with column chromatography eluting with dichloromethane-methanol to give 3-amino-N,N-bis(2-methoxyethyl)benzamide (3.62 g) as an oil. The reactants are [Al+3], C1CCOC1, [H-], [H-], [H-], [H-], [Li+], COC(=O)c1cccc2[nH]ccc12. The product is OCc1cccc2[nH]ccc12. As a reaction SMILES: [Al+3:2].[CH2:20]1[O:21][CH2:22][CH2:23][CH2:24]1.[H-:1].[H-:4].[H-:5].[H-:6].[Li+:3].[nH:7]1[cH:8][cH:9][c:10]2[c:11]([C:16](=[O:17])[O:18][CH3:19])[cH:12][cH:13][cH:14][c:15]12>>[nH:7]1[cH:8][cH:9][c:10]2[c:11]([CH2:16][OH:17])[cH:12][cH:13][cH:14][c:15]12. RXN SMILES: [CH2:1]([O:2][CH2:3][n:10]1[cH:11][n:12][c:13]([C:15]([CH:16]([CH3:17])[CH3:18])([OH:19])[c:20]2[cH:21][c:22]3[cH:23][c:24]([O:32][CH3:33])[c:25]([O:30][CH3:31])[cH:26][c:27]3[cH:28][cH:29]2)[cH:14]1)[c:4]1[cH:5][cH:6][cH:7][cH:8][cH:9]1.[CH3:34][C:35](=[O:36])[OH:37].[CH3:38][OH:39]>>[nH:10]1[cH:11][n:12][c:13]([C:15]([CH:16]([CH3:17])[CH3:18])([OH:19])[c:20]2[cH:21][c:22]3[cH:23][c:24]([O:32][CH3:33])[c:25]([O:30][CH3:31])[cH:26][c:27]3[cH:28][cH:29]2)[cH:14]1. The reactants are COc1cc2ccc(C(O)(c3cn(COCc4ccccc4)cn3)C(C)C)cc2cc1OC, CC(=O)O, CO. Product: COc1cc2ccc(C(O)(c3c[nH]cn3)C(C)C)cc2cc1OC. The reactants are O=C(O)c1cnoc1-c1ccccc1Cl, c1cncc(C2CCNC2)c1. Yields the product O=C(c1cnoc1-c1ccccc1Cl)N1CCC(c2cccnc2)C1. As a reaction SMILES: [Cl:1][c:2]1[c:3](-[c:8]2[c:9]([C:13](=[O:14])[OH:15])[cH:10][n:11][o:12]2)[cH:4][cH:5][cH:6][cH:7]1.[NH:16]1[CH2:17][CH:18]([c:21]2[cH:22][n:23][cH:24][cH:25][cH:26]2)[CH2:19][CH2:20]1>>[Cl:1][c:2]1[c:3](-[c:8]2[c:9]([C:13](=[O:15])[N:16]3[CH2:17][CH:18]([c:21]4[cH:22][n:23][cH:24][cH:25][cH:26]4)[CH2:19][CH2:20]3)[cH:10][n:11][o:12]2)[cH:4][cH:5][cH:6][cH:7]1. Starting materials: O=C(Nc1c(Br)cc(C(O)(c2cc(Cl)cc(Cl)c2)C(F)(F)F)cc1Br)c1cccc([N+](=O)[O-])c1, CC(C)O, Cl, Cl[Sn]Cl. Product: Nc1cccc(C(=O)Nc2c(Br)cc(C(O)(c3cc(Cl)cc(Cl)c3)C(F)(F)F)cc2Br)c1. As a reaction SMILES: [Br:1][c:2]1[c:3]([NH:23][C:24]([c:25]2[cH:26][c:27]([N+:31]([O-:32])=[O:33])[cH:28][cH:29][cH:30]2)=[O:34])[c:4]([Br:22])[cH:5][c:6]([C:8]([C:9]([F:10])([F:11])[F:12])([OH:13])[c:14]2[cH:15][c:16]([Cl:21])[cH:17][c:18]([Cl:20])[cH:19]2)[cH:7]1.[CH:39]([OH:40])([CH3:41])[CH3:42].[ClH:38].[Sn:35]([Cl:36])[Cl:37]>>[Br:1][c:2]1[c:3]([NH:23][C:24]([c:25]2[cH:26][c:27]([NH2:31])[cH:28][cH:29][cH:30]2)=[O:34])[c:4]([Br:22])[cH:5][c:6]([C:8]([C:9]([F:10])([F:11])[F:12])([OH:13])[c:14]2[cH:15][c:16]([Cl:21])[cH:17][c:18]([Cl:20])[cH:19]2)[cH:7]1. Reactants: ClC1=C(C=CC=C1)S(=O)(=O)C1C[C@H]([C@@H](C1)C(=O)O)COC ((1R,2R)-4-(2-Chloro-benzenesulfonyl)-2-methoxymethyl-cyclopentanecarboxylic acid), C1CC1(C#N)N.Cl (1-amino-cyclopropyl cyanic hydrochloride). Yields the product C(#N)C1(CC1)NC(=O)[C@H]1[C@@H](CC(C1)S(=O)(=O)C1=C(C=CC=C1)Cl)COC ((1R,2R)-4-(2-Chloro-benzenesulfonyl)-2-methoxymethyl-cyclopentanecarboxylic acid (1-cyano-cyclopropyl)-amide). As a reaction SMILES: [Cl:1][C:2]1[CH:7]=[CH:6][CH:5]=[CH:4][C:3]=1[S:8]([CH:11]1[CH2:15][C@@H:14]([C:16]([OH:18])=O)[C@H:13]([CH2:19][O:20][CH3:21])[CH2:12]1)(=[O:10])=[O:9].[CH2:22]1[C:24]([NH2:27])([C:25]#[N:26])[CH2:23]1.Cl>>[C:25]([C:24]1([NH:27][C:16]([C@@H:14]2[CH2:15][CH:11]([S:8]([C:3]3[CH:4]=[CH:5][CH:6]=[CH:7][C:2]=3[Cl:1])(=[O:9])=[O:10])[CH2:12][C@H:13]2[CH2:19][O:20][CH3:21])=[O:18])[CH2:22][CH2:23]1)#[N:26] |f:1.2|. Procedure: The title compound was synthesized in analogy to Example 68/69, Step 11, from (1R,2R)-4-(2-Chloro-benzenesulfonyl)-2-methoxymethyl-cyclopentanecarboxylic acid (epimeric mixture) and 1-amino-cyclopropyl cyanic hydrochloride to afford the desired product as a yellow foam. MS (EI): 397.0 (M+H)+.